From a dataset of the Open Reaction Database (ORD), a public repository of structured organic reaction records. describe an organic reaction: reactants, conditions, products, and yield Reactants: [H-].[Li+] (LiH), O=C1C=CC=C(N1)[C@@H]1N(CCC1)C1=NC=2N(C=C1)N=CC2C(=O)OCC ((R)-ethyl 5-(2-(6-oxo-1,6-dihydropyridin-2-yl)pyrrolidin-1-yl)pyrazolo[1,5-a]pyrimidine-3-carboxylate), BrCCCN1C(C2=CC=CC=C2C1=O)=O (2-(3-bromopropyl)isoindoline-1,3-dione). The solvent is CN(C)C=O (DMF), CN(C)C=O (DMF). Run at time 20 minute. Yields the product O=C1N(C(C2=CC=CC=C12)=O)CCCOC1=CC=CC(=N1)[C@@H]1N(CCC1)C1=NC=2N(C=C1)N=CC2C(=O)OCC ((R)-ethyl 5-(2-(6-(3-(1,3-dioxoisoindolin-2-yl)propoxy)pyridin-2-yl)pyrrolidin-1-yl)pyrazolo[1,5-a]pyrimidine-3-carboxylate). Isolated yield 83.2%. RXN SMILES: [O:1]=[C:2]1[NH:7][C:6]([C@H:8]2[CH2:12][CH2:11][CH2:10][N:9]2[C:13]2[CH:18]=[CH:17][N:16]3[N:19]=[CH:20][C:21]([C:22]([O:24][CH2:25][CH3:26])=[O:23])=[C:15]3[N:14]=2)=[CH:5][CH:4]=[CH:3]1.[H-].[Li+].Br[CH2:30][CH2:31][CH2:32][N:33]1[C:41](=[O:42])[C:40]2[C:35](=[CH:36][CH:37]=[CH:38][CH:39]=2)[C:34]1=[O:43]>CN(C=O)C>[O:43]=[C:34]1[C:35]2[C:40](=[CH:39][CH:38]=[CH:37][CH:36]=2)[C:41](=[O:42])[N:33]1[CH2:32][CH2:31][CH2:30][O:1][C:2]1[N:7]=[C:6]([C@H:8]2[CH2:12][CH2:11][CH2:10][N:9]2[C:13]2[CH:18]=[CH:17][N:16]3[N:19]=[CH:20][C:21]([C:22]([O:24][CH2:25][CH3:26])=[O:23])=[C:15]3[N:14]=2)[CH:5]=[CH:4][CH:3]=1 |f:1.2|. Procedure: To a suspension of (R)-ethyl 5-(2-(6-oxo-1,6-dihydropyridin-2-yl)pyrrolidin-1-yl)pyrazolo[1,5-a]pyrimidine-3-carboxylate (0.091 g, 0.26 mmol) in DMF (2 mL) was added LiH (3.2 mg, 0.39 mmol) at 0° C. After stirring for 20 minutes, a solution of 2-(3-bromopropyl)isoindoline-1,3-dione (0.14 g, 0.52 mmol) in DMF (1 mL) was added, and the reaction was warmed up to ambient temperature and stirred for 17 hours. After cooling to 0° C., the reaction was quenched with ice-water (30 mL) and extracted with ... Starting materials: OC=1C=C(C=C(C1O)[N+](=O)[O-])C(C)=O (3'4'-Dihydroxy-5'-nitroacetophenone), CN(C1=CC=C(C=O)C=C1)C (4-dimethylaminobenzaldehyde), Cl (hydrogen chloride). Solvent: CO (methanol). Product: OC=1C=C(C=C(C1O)[N+](=O)[O-])C(C=CC1=CC=C(C=C1)N(C)C)=O (1-(3,4-Dihydroxy-5-nitrophenyl)-3-(4-dimethylaminophenyl)-prop-2-en-1-one). As a reaction SMILES: [OH:1][C:2]1[CH:3]=[C:4]([C:12](=[O:14])[CH3:13])[CH:5]=[C:6]([N+:9]([O-:11])=[O:10])[C:7]=1[OH:8].[CH3:15][N:16]([CH3:25])[C:17]1[CH:24]=[CH:23][C:20]([CH:21]=O)=[CH:19][CH:18]=1.Cl>CO>[OH:1][C:2]1[CH:3]=[C:4]([C:12](=[O:14])[CH:13]=[CH:21][C:20]2[CH:23]=[CH:24][C:17]([N:16]([CH3:25])[CH3:15])=[CH:18][CH:19]=2)[CH:5]=[C:6]([N+:9]([O-:11])=[O:10])[C:7]=1[OH:8]. Procedure details: A solution containing 0.5 g of the product obtained in Example 19 and 0.38 g of 4-dimethylaminobenzaldehyde in 5 ml of methanol was saturated with gaseous hydrogen chloride. The solution was refluxed for 1 h. After cooling the product was filtered and washed with methanol. Yield 0.26 g (70%), decomp. on heating. Product: Cl.ClC1=CC=C(C=C1)[C@@H]1N=C(N([C@@H]1C1=CC=C(C=C1)Cl)C(=O)N1CCN(CC1)CC(=O)N1CCOCC1)C1=C(C=C(C=C1)C(CO)(C)C)OCC (2-(4-{(4S,5R)-4,5-Bis-(4-chloro-phenyl)-2-[2-ethoxy-4-(2-hydroxy-1,1-dimethyl-ethyl)-phenyl]-4,5-dihydro-imidazole-1-carbonyl}-piperazin-1-yl)-1-morpholin-4-yl-ethanone hydrochloride). Reported procedure: 2-(4-{(4S,5R)-4,5-Bis-(4-chloro-phenyl)-2-[2-ethoxy-4-(2-hydroxy-1,1-dimethyl-ethyl)-phenyl]-4,5-dihydro-imidazole-1-carbonyl}-piperazin-1-yl)-1-morpholin-4-yl-ethanone hydrochloride was prepared from (4S,5R)-4,5-bis-(4-chloro-phenyl)-2-[2-ethoxy-4-(2-hydroxy-1,1-dimethyl-ethyl)-phenyl]-4,5-dihydro-imidazole-1-carbonyl chloride (example 12g) and 1-morpholin-4-yl-2-piperazin-1-yl-ethanone (Oakwood Products) in an analogous manner as described in example 25. LR-MS: 722.5 [(M+H)+] Starting materials: ClC1=CC=C(C=C1)[C@@H]1N=C(N([C@@H]1C1=CC=C(C=C1)Cl)C(=O)Cl)C1=C(C=C(C=C1)C(CO)(C)C)OCC ((4S,5R)-4,5-bis-(4-chloro-phenyl)-2-[2-ethoxy-4-(2-hydroxy-1,1-dimethyl-ethyl)-phenyl]-4,5-dihydro-imidazole-1-carbonyl chloride), N1(CCOCC1)C(CN1CCNCC1)=O (1-morpholin-4-yl-2-piperazin-1-yl-ethanone). As a reaction SMILES: [Cl:1][C:2]1[CH:7]=[CH:6][C:5]([C@H:8]2[C@@H:12]([C:13]3[CH:18]=[CH:17][C:16]([Cl:19])=[CH:15][CH:14]=3)[N:11]([C:20](Cl)=[O:21])[C:10]([C:23]3[CH:28]=[CH:27][C:26]([C:29]([CH3:33])([CH3:32])[CH2:30][OH:31])=[CH:25][C:24]=3[O:34][CH2:35][CH3:36])=[N:9]2)=[CH:4][CH:3]=1.[N:37]1([C:43](=[O:51])[CH2:44][N:45]2[CH2:50][CH2:49][NH:48][CH2:47][CH2:46]2)[CH2:42][CH2:41][O:40][CH2:39][CH2:38]1>>[ClH:1].[Cl:1][C:2]1[CH:3]=[CH:4][C:5]([C@H:8]2[C@@H:12]([C:13]3[CH:14]=[CH:15][C:16]([Cl:19])=[CH:17][CH:18]=3)[N:11]([C:20]([N:48]3[CH2:47][CH2:46][N:45]([CH2:44][C:43]([N:37]4[CH2:38][CH2:39][O:40][CH2:41][CH2:42]4)=[O:51])[CH2:50][CH2:49]3)=[O:21])[C:10]([C:23]3[CH:28]=[CH:27][C:26]([C:29]([CH3:33])([CH3:32])[CH2:30][OH:31])=[CH:25][C:24]=3[O:34][CH2:35][CH3:36])=[N:9]2)=[CH:6][CH:7]=1 |f:2.3|. Starting materials: Example I 2, compound, C(#N)C1(CCNCC1)C1=CC=CC=C1 (4-cyano-4-phenylpiperidine), C(C)OCCBr (2-bromoethyl ethyl ether). Product: C(C)OCCN1CCC(CC1)(C1=CC=CC=C1)C#N (1-(2-Ethoxyethyl)-4-cyano-4-phenyl-piperidine). RXN SMILES: [C:1]([C:3]1([C:9]2[CH:14]=[CH:13][CH:12]=[CH:11][CH:10]=2)[CH2:8][CH2:7][NH:6][CH2:5][CH2:4]1)#[N:2].[CH2:15]([O:17][CH2:18][CH2:19]Br)[CH3:16]>>[CH2:15]([O:17][CH2:18][CH2:19][N:6]1[CH2:5][CH2:4][C:3]([C:1]#[N:2])([C:9]2[CH:14]=[CH:13][CH:12]=[CH:11][CH:10]=2)[CH2:8][CH2:7]1)[CH3:16]. Procedure details: The title compound was prepared as described in Example I 2 from 4-cyano-4-phenylpiperidine and 2-bromoethyl ethyl ether excluding KI: Reaction time under reflux 6 hours. The compound boiled at 130°-135°/0.005 mm Hg. The reactants are N1(CCCCC1)CCCOC1=CC=C(CN2CCNCCC2)C=C1 (1-[4-(3-Piperidin-1-yl-propoxy)-benzyl]-[1,4]diazepane), C1(=CC=CC=C1)S(=O)(=O)Cl (benzene sulfonyl chloride). The solvent is CC(CC)=O (2-butanone), CO (methanol). Run at time 2 hour. The product is C1(=CC=CC=C1)S(=O)(=O)N1CCN(CCC1)CC1=CC=C(C=C1)OCCCN1CCCCC1 (1-Benzenesulfonyl-4-[4-(3-piperidin-1-yl-propoxy)-benzyl]-[1,4]diazepane). The yield is 64.3%. Reaction SMILES: [N:1]1([CH2:7][CH2:8][CH2:9][O:10][C:11]2[CH:24]=[CH:23][C:14]([CH2:15][N:16]3[CH2:22][CH2:21][CH2:20][NH:19][CH2:18][CH2:17]3)=[CH:13][CH:12]=2)[CH2:6][CH2:5][CH2:4][CH2:3][CH2:2]1.[C:25]1([S:31](Cl)(=[O:33])=[O:32])[CH:30]=[CH:29][CH:28]=[CH:27][CH:26]=1>CC(=O)CC.CO>[C:25]1([S:31]([N:19]2[CH2:20][CH2:21][CH2:22][N:16]([CH2:15][C:14]3[CH:23]=[CH:24][C:11]([O:10][CH2:9][CH2:8][CH2:7][N:1]4[CH2:2][CH2:3][CH2:4][CH2:5][CH2:6]4)=[CH:12][CH:13]=3)[CH2:17][CH2:18]2)(=[O:33])=[O:32])[CH:30]=[CH:29][CH:28]=[CH:27][CH:26]=1. Reported procedure: 1-[4-(3-Piperidin-1-yl-propoxy)-benzyl]-[1,4]diazepane (D4) (100 mg, 0.30 mmol) was dissolved in 2-butanone (5 ml), treated with benzene sulfonyl chloride (57 mg, 0.32 mmol) and allowed to stir at room temperature under argon for 2 hours. The reaction mixture was diluted with methanol and passed down an SCX column (2 g) eluting with methanol followed by ammonia/methanol (1:9). The basic fractions were combined and concentrated in vacuo to afford the title compound (91 mg). MS(ES+) m/e 472 [M+H]+...